This data is from the Open Reaction Database (ORD), a public repository of structured organic reaction records. The task is: describe an organic reaction: reactants, conditions, products, and yield Reaction SMILES: [C:9]([CH3:10])([CH3:11])([CH3:12])[c:13]1[cH:14][cH:15][c:16]([C:19]([CH3:20])=[O:21])[cH:17][cH:18]1.[CH2:34]1[O:35][CH2:36][CH2:37][CH2:38]1.[CH3:22][O:23][c:24]1[cH:25][cH:26][c:27]([CH:28]=[O:29])[cH:30][cH:31]1.[CH3:2][CH:3]([N-:4][CH:5]([CH3:6])[CH3:7])[CH3:8].[Cl-:32].[Li+:1].[NH4+:33]>>[C:9]([CH3:10])([CH3:11])([CH3:12])[c:13]1[cH:14][cH:15][c:16]([C:19]([CH2:20][CH:28]([c:27]2[cH:26][cH:25][c:24]([O:23][CH3:22])[cH:31][cH:30]2)[OH:29])=[O:21])[cH:17][cH:18]1. Reactants: CC(=O)c1ccc(C(C)(C)C)cc1, C1CCOC1, COc1ccc(C=O)cc1, CC(C)[N-]C(C)C, [Cl-], [Li+], [NH4+]. Product: COc1ccc(C(O)CC(=O)c2ccc(C(C)(C)C)cc2)cc1. Reactants: CCOC=C1SC(=S)N(CC(=O)O)C1=O, CC(C)CN, CCO. The product is CC(C)CNC=C1SC(=S)N(CC(=O)O)C1=O. Reaction SMILES: [C:6](=[O:7])([OH:8])[CH2:9][N:10]1[C:11](=[S:20])[S:12][C:13](=[CH:16][O:17][CH2:18][CH3:19])[C:14]1=[O:15].[CH2:1]([CH:2]([CH3:3])[CH3:4])[NH2:5].[CH3:21][CH2:22][OH:23]>>[CH2:1]([CH:2]([CH3:3])[CH3:4])[NH:5][CH:16]=[C:13]1[S:12][C:11](=[S:20])[N:10]([CH2:9][C:6](=[O:7])[OH:8])[C:14]1=[O:15]. Reactants: ice, C1(=CC=CC=C1)C(CCC#N)(O)C1CCCCC1 (1-phenyl-1-cyclohexyl-3-cyano-1-propanol), Cl (HCl). Solvent: CCOCC (ether), O1CCCC1 (tetrahydrofuran). Product: Cl.N=C1OC(CC1)(C1CCCCC1)C1=CC=CC=C1 (2-imino-5-phenyl-5-cyclohexyltetrahydrofuran hydrochloride). RXN SMILES: [C:1]1([C:7]([CH:13]2[CH2:18][CH2:17][CH2:16][CH2:15][CH2:14]2)([OH:12])[CH2:8][CH2:9][C:10]#[N:11])[CH:6]=[CH:5][CH:4]=[CH:3][CH:2]=1.[ClH:19]>O1CCCC1.CCOCC>[ClH:19].[NH:11]=[C:10]1[CH2:9][CH2:8][C:7]([C:13]2[CH:18]=[CH:17][CH:16]=[CH:15][CH:14]=2)([CH:1]2[CH2:6][CH2:5][CH2:4][CH2:3][CH2:2]2)[O:12]1 |f:4.5|. Procedure: To an ice-cooled solution of 1-phenyl-1-cyclohexyl-3-cyano-1-propanol (1.4 g) in anhydrous tetrahydrofuran (THF), a solution of HCl 10% w/v in ether (2.5 ml) was added dropwise. The mixture was stirred and cooled for 48 hours. The solvent was removed and the residue triturated with diethyl ether/THF to afford 0.8 g of 2-imino-5-phenyl-5-cyclohexyltetrahydrofuran hydrochloride. M.p. 100°-102° C. Starting materials: CON(C(=O)C1C(C1)C)C (2-methylcyclopropanecarboxylic acid N-methoxy-N-methyl-amide), BrC=1C=C(C=C(C1)C)C (5-bromo-meta-xylene), solution, C(CCC)[Li] (n-butyllithium). The solvent is CCCCCC (hexane). Reaction conditions: time 15 minute. Product: CC=1C=C(C=C(C1)C)C(=O)C1C(C1)C ((3,5-dimethylphenyl)-(2-methylcyclopropyl)methanone). Reaction SMILES: Br[C:2]1[CH:3]=[C:4]([CH3:9])[CH:5]=[C:6]([CH3:8])[CH:7]=1.C([Li])CCC.CON(C)[C:18]([CH:20]1[CH2:22][CH:21]1[CH3:23])=[O:19]>CCCCCC>[CH3:9][C:4]1[CH:3]=[C:2]([C:18]([CH:20]2[CH2:22][CH:21]2[CH3:23])=[O:19])[CH:7]=[C:6]([CH3:8])[CH:5]=1. Procedure: To a solution of 5-bromo-meta-xylene (5.7 mL in 120 mL of dry tetrahydrofuran) at -78° C. was added 30.6 mL of a 1.4M solution of n-butyllithium in hexane and the mixture stirred at low temperature. After 15 minutes, a solution of 2-methylcyclopropanecarboxylic acid N-methoxy-N-methyl-amide (5.0 g in 50 mL tetrahydrofuran) was added dropwise over 5 minutes and the mixture then allowed to warm slowly to room temperature. After 1 hour, the reaction was quenched by the addition of 20 mL 2N hydrochl...